The task is: describe an organic reaction: reactants, conditions, products, and yield. This data is from the Open Reaction Database (ORD), a public repository of structured organic reaction records. The reactants are C(C)(=O)OCC.Cl (hydrogen chloride-ethyl acetate), C(C)OC(=O)[C@@H](CCC1=CC=CC=C1)N[C@H]1CSC2=C(N(C1=O)CC(=O)OC(C)(C)C)C=CC=C2 (tert-butyl 3(R)-[1(R)-ethoxycarbonyl-3-phenylpropyl]amino-4-oxo-2,3,4,5-tetrahydro-1,5-benzothiazepine-5-acetate). The solvent is petroleum ether, CCOCC (ether). Run at time 8 hour. Product: Cl.C(C)OC(=O)[C@@H](CCC1=CC=CC=C1)N[C@H]1CSC2=C(N(C1=O)CC(=O)O)C=CC=C2 (3(R)-[1(R)-ethoxycarbonyl-3-phenylpropyl]amino-4-oxo-2,3,4,5-tetrahydro-1,5-benzothiazepine-5-acetic acid hydrochloride). Reaction SMILES: C(OCC)(=O)C.[ClH:7].[CH2:8]([O:10][C:11]([C@H:13]([NH:22][C@@H:23]1[C:29](=[O:30])[N:28]([CH2:31][C:32]([O:34]C(C)(C)C)=[O:33])[C:27]2[CH:39]=[CH:40][CH:41]=[CH:42][C:26]=2[S:25][CH2:24]1)[CH2:14][CH2:15][C:16]1[CH:21]=[CH:20][CH:19]=[CH:18][CH:17]=1)=[O:12])[CH3:9]>CCOCC>[ClH:7].[CH2:8]([O:10][C:11]([C@H:13]([NH:22][C@@H:23]1[C:29](=[O:30])[N:28]([CH2:31][C:32]([OH:34])=[O:33])[C:27]2[CH:39]=[CH:40][CH:41]=[CH:42][C:26]=2[S:25][CH2:24]1)[CH2:14][CH2:15][C:16]1[CH:17]=[CH:18][CH:19]=[CH:20][CH:21]=1)=[O:12])[CH3:9] |f:0.1,4.5|. Reported procedure: A mixture of 5 ml of 5N hydrogen chloride-ethyl acetate solution and 0.5 g of tert-butyl 3(R)-[1(R)-ethoxycarbonyl-3-phenylpropyl]amino-4-oxo-2,3,4,5-tetrahydro-1,5-benzothiazepine-5-acetate obtained in Example 1 is allowed to stand at room temperature overnight. Twenty ml of ether and 100 ml of petroleum ether are added to the mixture to deposit colorless powder, which is collected by filtration to give 0.42 g of 3(R)-[1(R)-ethoxycarbonyl-3-phenylpropyl]amino-4-oxo-2,3,4,5-tetrahydro-1,5-benzot...